From a dataset of the Open Reaction Database (ORD), a public repository of structured organic reaction records. describe an organic reaction: reactants, conditions, products, and yield Starting materials: ClS(=O)(=O)O (chlorosulfonic acid), CN1C(=NC=2N(C(N(C(C12)=O)CCC)=O)CCC)\C=C\C1=CC=CC=C1 ((E)-7-Methyl-1,3-dipropyl-8-styrylxanthine), ice water. The solvent is C(Cl)(Cl)Cl (chloroform). Yields the product CN1C(=NC=2N(C(N(C(C12)=O)CCC)=O)CCC)\C=C\C1=CC=C(C=C1)S(=O)(=O)O ((E)-β-(7-Methyl-1,3-dipropylxanthin-8-yl)styrene-4-sulfonic acid). Yield: 39.1%. RXN SMILES: [CH3:1][N:2]1[C:10]2[C:9](=[O:11])[N:8]([CH2:12][CH2:13][CH3:14])[C:7](=[O:15])[N:6]([CH2:16][CH2:17][CH3:18])[C:5]=2[N:4]=[C:3]1/[CH:19]=[CH:20]/[C:21]1[CH:26]=[CH:25][CH:24]=[CH:23][CH:22]=1.Cl[S:28]([OH:31])(=[O:30])=[O:29]>C(Cl)(Cl)Cl>[CH3:1][N:2]1[C:10]2[C:9](=[O:11])[N:8]([CH2:12][CH2:13][CH3:14])[C:7](=[O:15])[N:6]([CH2:16][CH2:17][CH3:18])[C:5]=2[N:4]=[C:3]1/[CH:19]=[CH:20]/[C:21]1[CH:22]=[CH:23][C:24]([S:28]([OH:31])(=[O:30])=[O:29])=[CH:25][CH:26]=1. Reported procedure: (E)-7-Methyl-1,3-dipropyl-8-styrylxanthine (WO92/06976) (500 mg, 1.42 mmol) was dissolved in chloroform (5 ml), and chlorosulfonic acid (0.28 ml, 4.26 mmol) was added dropwise thereto at 0° C. The resulting solution was heated under reflux for 3 hours and then poured into 20 ml of ice-water. The chloroform layer was separated and the aqueous layer was extracted 5 times with tetrahydrofuran. The combined organic layer was dried over anhydrous magnesium sulfate, and the solvent was evaporated unde... Starting materials: C1CCOC1, O=C(O)C=CC1CCN(C(=O)OCc2ccccc2)CC1, C[Si](C)(C)[N-][Si](C)(C)C, CC1C(c2ccccc2)NC(=O)N1C, [Cl-], CC(C)=C(Cl)N(C)C, [Li+], O. As a reaction SMILES: [CH2:55]1[O:56][CH2:57][CH2:58][CH2:59]1.[CH2:9]([c:10]1[cH:11][cH:12][cH:13][cH:14][cH:15]1)[O:16][C:17](=[O:18])[N:19]1[CH2:20][CH2:21][CH:22]([CH:25]=[CH:26][C:27](=[O:28])[OH:29])[CH2:23][CH2:24]1.[CH3:30][Si:31]([N-:32][Si:33]([CH3:34])([CH3:35])[CH3:36])([CH3:37])[CH3:38].[CH3:40][N:41]1[C:42](=[O:53])[NH:43][CH:44]([c:47]2[cH:48][cH:49][cH:50][cH:51][cH:52]2)[CH:45]1[CH3:46].[Cl-:54].[Cl:1][C:2]([N:3]([CH3:4])[CH3:5])=[C:6]([CH3:7])[CH3:8].[Li+:39].[OH2:60]>>[CH2:9]([c:10]1[cH:11][cH:12][cH:13][cH:14][cH:15]1)[O:16][C:17](=[O:18])[N:19]1[CH2:20][CH2:21][CH:22]([CH:25]=[CH:26][C:27](=[O:29])[N:43]2[C:42](=[O:53])[N:41]([CH3:40])[CH:45]([CH3:46])[CH:44]2[c:47]2[cH:48][cH:49][cH:50][cH:51][cH:52]2)[CH2:23][CH2:24]1. The product is CC1C(c2ccccc2)N(C(=O)C=CC2CCN(C(=O)OCc3ccccc3)CC2)C(=O)N1C. Starting materials: C1=C(N=C(S1)NC(=N)N)CSCCC(=N)NS(=O)(=O)N (famotidine), N[C@@H](CC(=O)O)C(=O)O (aspartic acid). Solvent: ClCCl (dichloromethane). Run at time 3 hour. The product is C1=C(N=C(S1)NC(=N)N)CSCCC(=N)NS(=O)(=O)N.N[C@@H](CC(=O)[O-])C(=O)[O-] (Famotidine aspartate). RXN SMILES: [CH:1]1[S:5][C:4]([NH:6][C:7]([NH2:9])=[NH:8])=[N:3][C:2]=1[CH2:10][S:11][CH2:12][CH2:13][C:14]([NH:16][S:17]([NH2:20])(=[O:19])=[O:18])=[NH:15].[NH2:21][C@H:22]([C:27]([OH:29])=[O:28])[CH2:23][C:24]([OH:26])=[O:25]>ClCCl>[CH:1]1[S:5][C:4]([NH:6][C:7]([NH2:9])=[NH:8])=[N:3][C:2]=1[CH2:10][S:11][CH2:12][CH2:13][C:14]([NH:16][S:17]([NH2:20])(=[O:19])=[O:18])=[NH:15].[NH2:21][C@H:22]([C:27]([O-:29])=[O:28])[CH2:23][C:24]([O-:26])=[O:25] |f:3.4|. Reported procedure: A mixture of 0.56 g (0.166 cmole) of famotidine and 0.222 g (0.166 cmole) of aspartic acid was suspended in dichloromethane (10 ml). The mixture was stirred for 3 hours at room temperature, was filtered, washed with dichloromethane and dried. Weight: 0.782 g. Quantitative yield. Stereoscopically homogenous white microcrystalline solid, similar to milky quartz. Slightly bitter taste. M.P.: 165°-170° C. IR FIG. 2. Solvent: C(Cl)Cl (DCM), C(Cl)Cl (DCM). The product is C(C)(C)(C)OC(N(C)[C@@H](C)C(N[C@@H](C(C)C)C(=O)N1[C@@H](CC=2C1=NC=CC2)C=O)=O)=O ({(S)-1-[(S)-1-((S)-2-formyl-2,3-dihydro-pyrrolo[2,3-b]pyridine-1-carbonyl)-2-methyl-propylcarbamoyl]-ethyl}-methyl-carbamic acid tert-butyl ester). Isolated yield 73.0%. Conditions: time 1 hour. Reagents/catalysts: CC1(CCCC(N1[O])(C)C)C (TEMPO). Procedure details: To {(S)-1-[(S)-1-(2-hydroxymethyl-2,3-dihydro-pyrrolo[2,3-b]pyridine-1-carbonyl)-2-methyl-propylcarbamoyl]-ethyl}-methyl-carbamic acid tert-butyl ester (16.5 mg, 0.038 mmol) in DCM (0.4 mL) at 0° C. was added sequentially KBr (3.1 g, 0.027 mmol), TEMPO (0.3 mg) and 8% NaOCl solution (0.35 mL, 10 eq) and the reaction was stirred vigorously for 1 h. The reaction mixture was diluted with DCM and washed with water and brine and then concentrated in vacuo to give {(S)-1-[(S)-1-((S)-2-formyl-2,3-dihyd... As a reaction SMILES: [C:1]([O:5][C:6](=[O:31])[N:7]([C@H:9]([C:11](=[O:30])[NH:12][C@H:13]([C:17]([N:19]1[C:23]2=[N:24][CH:25]=[CH:26][CH:27]=[C:22]2[CH2:21][CH:20]1[CH2:28][OH:29])=[O:18])[CH:14]([CH3:16])[CH3:15])[CH3:10])[CH3:8])([CH3:4])([CH3:3])[CH3:2].[K+].[Br-].[O-]Cl.[Na+]>C(Cl)Cl.CC1(C)N([O])C(C)(C)CCC1>[C:1]([O:5][C:6](=[O:31])[N:7]([C@H:9]([C:11](=[O:30])[NH:12][C@H:13]([C:17]([N:19]1[C:23]2=[N:24][CH:25]=[CH:26][CH:27]=[C:22]2[CH2:21][C@H:20]1[CH:28]=[O:29])=[O:18])[CH:14]([CH3:16])[CH3:15])[CH3:10])[CH3:8])([CH3:3])([CH3:2])[CH3:4] |f:1.2,3.4,^1:43|. Starting materials: C(C)(C)(C)OC(N(C)[C@@H](C)C(N[C@@H](C(C)C)C(=O)N1C(CC=2C1=NC=CC2)CO)=O)=O ({(S)-1-[(S)-1-(2-hydroxymethyl-2,3-dihydro-pyrrolo[2,3-b]pyridine-1-carbonyl)-2-methyl-propylcarbamoyl]-ethyl}-methyl-carbamic acid tert-butyl ester), [K+].[Br-] (KBr), [O-]Cl.[Na+] (NaOCl). Reactants: O=[N+]([O-])c1cc(S(=O)(=O)Nc2ccc(Br)cc2)ccc1Cl, CC(=O)[O-], CCO, Nc1ccc(S)cc1, [Na+]. Yields the product Nc1ccc(Sc2ccc(S(=O)(=O)Nc3ccc(Br)cc3)cc2[N+](=O)[O-])cc1. Reaction SMILES: [Br:1][c:2]1[cH:3][cH:4][c:5]([NH:8][S:9](=[O:10])(=[O:11])[c:12]2[cH:13][c:14]([N+:19](=[O:20])[O-:21])[c:15]([Cl:18])[cH:16][cH:17]2)[cH:6][cH:7]1.[CH3:31][C:32](=[O:33])[O-:34].[CH3:35][CH2:36][OH:37].[NH2:22][c:23]1[cH:24][cH:25][c:26]([SH:29])[cH:27][cH:28]1.[Na+:30]>>[Br:1][c:2]1[cH:3][cH:4][c:5]([NH:8][S:9](=[O:10])(=[O:11])[c:12]2[cH:13][c:14]([N+:19](=[O:20])[O-:21])[c:15]([S:29][c:26]3[cH:25][cH:24][c:23]([NH2:22])[cH:28][cH:27]3)[cH:16][cH:17]2)[cH:6][cH:7]1.